Dataset: the Open Reaction Database (ORD), a public repository of structured organic reaction records. Task: describe an organic reaction: reactants, conditions, products, and yield Starting materials: COC(COC1=C2C(=C(C(=NC2=C(C=C1)Cl)OC(C)C)CC1=CC=C(C=C1)F)C)=O ([8-chloro-3-(4-fluorobenzyl)-2-isopropoxy-4-methylquinolin-5-yloxy]acetic acid methyl ester), CO (methanol), [OH-].[Na+] (sodium hydroxide). Solvent: C(=O)O (formic acid). The product is ClC=1C=CC(=C2C(=C(C(=NC12)OC(C)C)CC1=CC=C(C=C1)F)C)OCC(=O)O ([8-chloro-3-(4-fluorobenzyl)-2-isopropoxy-4-methylquinolin-5-yloxy]acetic Acid). Reaction SMILES: C[O:2][C:3](=[O:30])[CH2:4][O:5][C:6]1[CH:15]=[CH:14][C:13]([Cl:16])=[C:12]2[C:7]=1[C:8]([CH3:29])=[C:9]([CH2:21][C:22]1[CH:27]=[CH:26][C:25]([F:28])=[CH:24][CH:23]=1)[C:10]([O:17][CH:18]([CH3:20])[CH3:19])=[N:11]2.CO.[OH-].[Na+]>C(O)=O>[Cl:16][C:13]1[CH:14]=[CH:15][C:6]([O:5][CH2:4][C:3]([OH:30])=[O:2])=[C:7]2[C:12]=1[N:11]=[C:10]([O:17][CH:18]([CH3:20])[CH3:19])[C:9]([CH2:21][C:22]1[CH:27]=[CH:26][C:25]([F:28])=[CH:24][CH:23]=1)=[C:8]2[CH3:29] |f:2.3|. Procedure: A solution of [8-chloro-3-(4-fluorobenzyl)-2-isopropoxy-4-methylquinolin-5-yloxy]acetic acid methyl ester (0.020 g), methanol (1.0 mL) and 1.0 M aqueous sodium hydroxide solution (0.25 mL) was stirred at room temperature for 3 hours. The pH of the solution was adjusted to 5 by the addition of formic acid and the solvent removed under reduced pressure. Purification of the residue by preparative reverse-phase HPLC using a gradient over 30 minutes of acetonitrile in water (30% to 90% of organic mod...